describe an organic reaction: reactants, conditions, products, and yield From a dataset of the Open Reaction Database (ORD), a public repository of structured organic reaction records. Starting materials: ClCCC(=S)OCC (ethyl chloromethylthioacetate), [N-]=[N+]=[N-].[Na+] (sodium azide), CN(C=O)C (dimethylformamide). Solvent: CCOCC (ether). The product is N(=[N+]=[N-])CCC(=S)OCC (ethyl azidomethylthioacetate). RXN SMILES: Cl[CH2:2][CH2:3][C:4]([O:6][CH2:7][CH3:8])=[S:5].[N-:9]=[N+:10]=[N-:11].[Na+].CN(C)C=O>CCOCC>[N:9]([CH2:2][CH2:3][C:4]([O:6][CH2:7][CH3:8])=[S:5])=[N+:10]=[N-:11] |f:1.2|. Procedure details: After stirring a mixture of 6.7 g. of ethyl chloromethylthioacetate, 5 g. of sodium azide and 15 ml. of dimethylformamide for 17 hours at 45° C., the reaction mixture was diluted with 150 ml. of ether, followed by washing with water for three times. By drying the ether layer over magnesium sulfate and then distilling it under reduced pressure, 6.1 g. of ethyl azidomethylthioacetate was obtained as a liquid having a boiling point of 77° - 80° C. (3 mm Hg.). Starting materials: ClC=1C=C(CN(C(C=C2OC(OC2=O)(C)C)=O)OC)C=CC1F (N-(3-Chloro-4-fluorobenzyl)-2-(2,2-dimethyl-5-oxo-[1,3]-dioxolan-4-ylidene)-N-methoxy-acetamide). The solvent is CO (methanol). The product is COC(C(=CC(N(OC)CC1=CC(=C(C=C1)F)Cl)=O)O)=O (3-[(3-Chloro-4-fluoro-benzyl)-methoxy-carbamoyl]-2-hydroxy-acrylic acid methyl ester). Yield: 54.0%. As a reaction SMILES: [Cl:1][C:2]1[CH:3]=[C:4]([CH:20]=[CH:21][C:22]=1[F:23])[CH2:5][N:6]([O:18][CH3:19])[C:7](=[O:17])[CH:8]=[C:9]1[C:13](=[O:14])[O:12][C:11](C)(C)[O:10]1>CO>[CH3:11][O:12][C:13](=[O:14])[C:9]([OH:10])=[CH:8][C:7](=[O:17])[N:6]([CH2:5][C:4]1[CH:20]=[CH:21][C:22]([F:23])=[C:2]([Cl:1])[CH:3]=1)[O:18][CH3:19]. Procedure: N-(3-Chloro-4-fluorobenzyl)-2-(2,2-dimethyl-5-oxo-[1,3]-dioxolan-4-ylidene)-N-methoxy-acetamide was treated with methanol as described in the preparation of Compound 44-D and gave the title ester as white crystals (54% yield); mp 97–98° C. 1HNMR 400 MHz (CDCl3) δ (ppm): 3.72 (3H, s, OCH3), 3.90 (3H, s, OCH3), 4.77 (2H, s, NCH2), 6.45 (1H, s, CH), 7.11 (1H, m, aromatic), 7.2 (1H, m, aromatic), 7.38 (1H, m, aromatic). Anal. calcd for C13H13ClFNO5: C, 49.14; H, 4.12; N, 4.40. Found: C, 48.95; H, 3.... The reactants are C1CCOC1, CO, CCOC(=O)CCc1ccc(S(=O)(=O)CCc2c(CCNS(=O)(=O)Cc3ccccc3Cl)n(C(c3ccccc3)c3ccccc3)c3ccc(Cl)cc23)cc1, [Na+], [OH-]. Yields the product O=C(O)CCc1ccc(S(=O)(=O)CCc2c(CCNS(=O)(=O)Cc3ccccc3Cl)n(C(c3ccccc3)c3ccccc3)c3ccc(Cl)cc23)cc1. As a reaction SMILES: [CH2:56]1[O:57][CH2:58][CH2:59][CH2:60]1.[CH3:63][OH:64].[CH:1]([c:2]1[cH:3][cH:4][cH:5][cH:6][cH:7]1)([c:8]1[cH:9][cH:10][cH:11][cH:12][cH:13]1)[n:14]1[c:15]([CH2:42][CH2:43][NH:44][S:45](=[O:46])(=[O:47])[CH2:48][c:49]2[c:50]([Cl:55])[cH:51][cH:52][cH:53][cH:54]2)[c:16]([CH2:24][CH2:25][S:26](=[O:27])(=[O:28])[c:29]2[cH:30][cH:31][c:32]([CH2:35][CH2:36][C:37](=[O:38])[O:39][CH2:40][CH3:41])[cH:33][cH:34]2)[c:17]2[cH:18][c:19]([Cl:23])[cH:20][cH:21][c:22]12.[Na+:62].[OH-:61]>>[CH:1]([c:2]1[cH:3][cH:4][cH:5][cH:6][cH:7]1)([c:8]1[cH:9][cH:10][cH:11][cH:12][cH:13]1)[n:14]1[c:15]([CH2:42][CH2:43][NH:44][S:45](=[O:46])(=[O:47])[CH2:48][c:49]2[c:50]([Cl:55])[cH:51][cH:52][cH:53][cH:54]2)[c:16]([CH2:24][CH2:25][S:26](=[O:27])(=[O:28])[c:29]2[cH:30][cH:31][c:32]([CH2:35][CH2:36][C:37](=[O:38])[OH:39])[cH:33][cH:34]2)[c:17]2[cH:18][c:19]([Cl:23])[cH:20][cH:21][c:22]12. Reactants: ClC1=NC=C2C(=N1)NN=C2C2=C(C=CC(=C2)F)OC (6-chloro-3-(5-fluoro-2-methoxy-phenyl)-1H-pyrazolo[3,4-d]pyrimidine), N[C@@H]1[C@H](CN(CC1)S(=O)(=O)C)O ((3S,4S)-4-amino-1-methanesulfonyl-piperidin-3-ol). Product: FC=1C=CC(=C(C1)C1=NNC2=NC(=NC=C21)NC2CCN(CC2)S(=O)(=O)C)OC ([3-(5-Fluoro-2-methoxy-phenyl)-1H-pyrazolo[3,4-d]pyrimidin-6-yl]-(1-methanesulfonyl-piperidin-4-yl)-amine). RXN SMILES: Cl[C:2]1[N:7]=[C:6]2[NH:8][N:9]=[C:10]([C:11]3[CH:16]=[C:15]([F:17])[CH:14]=[CH:13][C:12]=3[O:18][CH3:19])[C:5]2=[CH:4][N:3]=1.[NH2:20][C@H:21]1[CH2:26][CH2:25][N:24]([S:27]([CH3:30])(=[O:29])=[O:28])[CH2:23][C@@H:22]1O>>[F:17][C:15]1[CH:14]=[CH:13][C:12]([O:18][CH3:19])=[C:11]([C:10]2[C:5]3[C:6](=[N:7][C:2]([NH:20][CH:21]4[CH2:26][CH2:25][N:24]([S:27]([CH3:30])(=[O:29])=[O:28])[CH2:23][CH2:22]4)=[N:3][CH:4]=3)[NH:8][N:9]=2)[CH:16]=1. Reported procedure: The same procedure as described in Example 25 was used starting from 6-chloro-3-(5-fluoro-2-methoxy-phenyl)-1H-pyrazolo[3,4-d]pyrimidine, Example 24, (103 mg, 0.37 mmol), and (3S,4S)-4-amino-1-methanesulfonyl-piperidin-3-ol, (115 mg, 0.59 mmol), to give a yellow solid. 70 mg, 46%. MS (M+H)+, 437. Starting materials: [H-].[Na+] (NaH), ClC1=CC(=C(C=C1)O)C(CCl)(C)C (4-chloro-2-(1-chloro-2-methylpropan-2-yl)phenol). The solvent is O1CCCC1 (tetrahydrofuran). Conditions: temperature 0 celsius, time 1 hour. Yields the product ClC=1C=CC2=C(C(CO2)(C)C)C1 (5-chloro-3,3-dimethyl-2,3-dihydrobenzofuran). RXN SMILES: [H-].[Na+].[Cl:3][C:4]1[CH:9]=[CH:8][C:7]([OH:10])=[C:6]([C:11]([CH3:15])([CH3:14])[CH2:12]Cl)[CH:5]=1>O1CCCC1>[Cl:3][C:4]1[CH:9]=[CH:8][C:7]2[O:10][CH2:12][C:11]([CH3:15])([CH3:14])[C:6]=2[CH:5]=1 |f:0.1|. Procedure: To a suspension of NaH (1.44 g, 36 mmol) in anhydrous tetrahydrofuran was added 4-chloro-2-(1-chloro-2-methylpropan-2-yl)phenol (721) (6.6 g, 30.0 mmol) at 0° C. The reaction mixture was stirred at 0° C. for 1 hour. The reaction was quenched with methanol, diluted with water, and extracted with ether. The ethereal extract was washed with brine, dried over anhydrous sodium sulfate, filtered and evaporated in vacuo. The residue was purified by flash chromatography on silica gel to give 5-chloro-3,... The reactants are Cc1c(C#C[Si](C)(C)C)cc(C(C)(C)C)c(OC(C)C)c1C=O, O=C([O-])[O-], CO, [K+], [K+], C1CCOC1. Yields the product C#Cc1cc(C(C)(C)C)c(OC(C)C)c(C=O)c1C. Reaction SMILES: [C:1]([CH3:2])([CH3:3])([CH3:4])[c:5]1[c:6]([O:20][CH:21]([CH3:22])[CH3:23])[c:7]([CH:8]=[O:9])[c:10]([CH3:19])[c:11]([C:13]#[C:14][Si:15]([CH3:16])([CH3:17])[CH3:18])[cH:12]1.[C:24](=[O:25])([O-:26])[O-:27].[CH3:30][OH:31].[K+:28].[K+:29].[O:32]1[CH2:33][CH2:34][CH2:35][CH2:36]1>>[C:1]([CH3:2])([CH3:3])([CH3:4])[c:5]1[c:6]([O:20][CH:21]([CH3:22])[CH3:23])[c:7]([CH:8]=[O:9])[c:10]([CH3:19])[c:11]([C:13]#[CH:14])[cH:12]1. Starting materials: [Li+].[OH-] (LiOH), FC1(CCN(CC1)C1CCN(CCC1)C(=O)OCC)C(=O)OCC (Ethyl 4-[4-fluoro-4-(ethoxycarbonyl)piperidin-1-yl]azepane-1-carboxylate), Cl (hydrochloric acid). Solvent: C1CCOC1 (THF). Reaction conditions: time 8 hour. Yields the product C(C)OC(=O)N1CCC(CCC1)N1CCC(CC1)(C(=O)O)F (1-[1-(ethoxycarbonyl)azepan-4-yl]-4-fluoropiperidine-4-carboxylic acid). Isolated yield 148.1%. RXN SMILES: [F:1][C:2]1([C:20]([O:22]CC)=[O:21])[CH2:7][CH2:6][N:5]([CH:8]2[CH2:14][CH2:13][CH2:12][N:11]([C:15]([O:17][CH2:18][CH3:19])=[O:16])[CH2:10][CH2:9]2)[CH2:4][CH2:3]1.[Li+].[OH-].Cl>C1COCC1>[CH2:18]([O:17][C:15]([N:11]1[CH2:12][CH2:13][CH2:14][CH:8]([N:5]2[CH2:4][CH2:3][C:2]([F:1])([C:20]([OH:22])=[O:21])[CH2:7][CH2:6]2)[CH2:9][CH2:10]1)=[O:16])[CH3:19] |f:1.2|. Procedure: Ethyl 4-[4-fluoro-4-(ethoxycarbonyl)piperidin-1-yl]azepane-1-carboxylate (2.26 g, 6.85 mmol) was dissolved in THF (60 mL) at rt and 1M LiOH sol. (6.5 mL) was added. The reaction mixture was stirred at rt overnight. The pH was carefully adjusted to pH 6 by addition of concentrated hydrochloric acid, the solvents were removed in vacuo, to give 1-[1-(ethoxycarbonyl)azepan-4-yl]-4-fluoropiperidine-4-carboxylic acid (3.21 g) as a white waxy solid, Intermediate 3, which was used crude in subsequent re... The reactants are CC(C)C1OCCN1CC1CO1, C[O-], CO, [Na+]. Yields the product COCC(O)CN1CCOC1C(C)C. As a reaction SMILES: [CH2:1]([CH:2]1[CH2:3][O:4]1)[N:5]1[CH:6]([CH:10]([CH3:11])[CH3:12])[O:7][CH2:8][CH2:9]1.[CH3:13][O-:14].[CH3:16][OH:17].[Na+:15]>>[CH2:1]([CH:2]([CH2:3][O:14][CH3:13])[OH:4])[N:5]1[CH:6]([CH:10]([CH3:11])[CH3:12])[O:7][CH2:8][CH2:9]1. Reactants: CN(C(=O)CC(CCOS(C)(=O)=O)c1ccccc1)c1ccccc1, CCOC(C)=O, CN(C)C=O, O, c1ccc(CC2CCNCC2)cc1. Yields the product CN(C(=O)CC(CCN1CCC(Cc2ccccc2)CC1)c1ccccc1)c1ccccc1. Reaction SMILES: [CH3:1][S:2]([O:3][CH2:6][CH2:7][CH:8]([CH2:9][C:10](=[O:11])[N:12]([c:13]1[cH:14][cH:15][cH:16][cH:17][cH:18]1)[CH3:19])[c:20]1[cH:21][cH:22][cH:23][cH:24][cH:25]1)(=[O:4])=[O:5].[CH3:39][CH2:40][O:41][C:42]([CH3:43])=[O:44].[O:46]=[CH:47][N:48]([CH3:49])[CH3:50].[OH2:45].[c:26]1([CH2:32][CH:33]2[CH2:34][CH2:35][NH:36][CH2:37][CH2:38]2)[cH:27][cH:28][cH:29][cH:30][cH:31]1>>[CH2:6]([CH2:7][CH:8]([CH2:9][C:10](=[O:11])[N:12]([c:13]1[cH:14][cH:15][cH:16][cH:17][cH:18]1)[CH3:19])[c:20]1[cH:21][cH:22][cH:23][cH:24][cH:25]1)[N:36]1[CH2:35][CH2:34][CH:33]([CH2:32][c:26]2[cH:27][cH:28][cH:29][cH:30][cH:31]2)[CH2:38][CH2:37]1.